This data is from the Open Reaction Database (ORD), a public repository of structured organic reaction records. The task is: describe an organic reaction: reactants, conditions, products, and yield Reactants: ClCCl.CO (dichloromethane methanol), OC=1C=C2C=CNC2=CC1 (5-hydroxy-indole), C(=O)([O-])[O-].[K+].[K+] (K2CO3), ICC (iodoethane), OC=1C=C2C=CNC2=CC1 (5-hydroxy-indole). Solvent: CC(=O)C (acetone). Conditions: temperature 50 celsius. Yields the product C(C)OC=1C=C2C=CNC2=CC1 (5-Ethoxy-indole). Isolated yield 90.0%. As a reaction SMILES: [OH:1][C:2]1[CH:3]=[C:4]2[C:8](=[CH:9][CH:10]=1)[NH:7][CH:6]=[CH:5]2.C([O-])([O-])=O.[K+].[K+].I[CH2:18][CH3:19].ClCCl.CO>CC(C)=O>[CH2:18]([O:1][C:2]1[CH:3]=[C:4]2[C:8](=[CH:9][CH:10]=1)[NH:7][CH:6]=[CH:5]2)[CH3:19] |f:1.2.3,5.6|. Procedure details: A mixture of commercially available 5-hydroxy-indole (18 g, 13.5 mmol), anhydrous K2CO3 (93.5 g, 5 equiv) and iodoethane (40.5 ml, 3.75 equiv) in acetone (180 mL) is stirred at 50° C. under argon. When TLC (dichloromethane-methanol, 95:5) indicates the disappearance of 5-hydroxy-indole (4 days), the mixture is filtered, the solid is washed with acetone, then the filtrate is concentrated to give 17.67 g (90%) of the title compound, which is sufficiently pure to be used in the next step. M.p. 144-... Yields the product CCC(C)Oc1cc(Oc2ncc(C(=O)N3CCC3)cc2Cl)cc(C(=O)Nc2ccn(C)n2)c1. Reactants: O=C(c1cnc(Cl)c(Cl)c1)N1CCC1, CCC(C)Oc1cc(O)cc(C(=O)Nc2ccn(C)n2)c1. Reaction SMILES: [N:1]1([C:5](=[O:6])[c:7]2[cH:8][c:9]([Cl:14])[c:10]([Cl:13])[n:11][cH:12]2)[CH2:2][CH2:3][CH2:4]1.[OH:15][c:16]1[cH:17][c:18]([C:19](=[O:20])[NH:21][c:22]2[n:23][n:24]([CH3:27])[cH:25][cH:26]2)[cH:28][c:29]([O:31][CH:32]([CH2:33][CH3:34])[CH3:35])[cH:30]1>>[N:1]1([C:5](=[O:6])[c:7]2[cH:8][c:9]([Cl:14])[c:10]([O:15][c:16]3[cH:17][c:18]([C:19](=[O:20])[NH:21][c:22]4[n:23][n:24]([CH3:27])[cH:25][cH:26]4)[cH:28][c:29]([O:31][CH:32]([CH2:33][CH3:34])[CH3:35])[cH:30]3)[n:11][cH:12]2)[CH2:2][CH2:3][CH2:4]1. Starting materials: CS(=O)C (Dimethylsulfoxide), C1(=CC=C(C=C1)C(=O)N[C@@H](C(C)C)CO)C (N-p-toluoyl valinol), C(C(=O)Cl)(=O)Cl (oxalyl chloride). The solvent is C(Cl)Cl (methylene chloride), C(Cl)Cl (methylene chloride), C(C)(=O)OCC (ethyl acetate), hexanes. Run at time 10 minute. Yields the product C1(=CC=C(C=C1)C(=O)N[C@@H](C(C)C)C=O)C (N-p-toluoyl valinaldehyde). Isolated yield 56.6%. Reaction SMILES: CS(C)=O.C(Cl)(=O)C(Cl)=O.[C:11]1([CH3:26])[CH:16]=[CH:15][C:14]([C:17]([NH:19][C@H:20]([CH2:24][OH:25])[CH:21]([CH3:23])[CH3:22])=[O:18])=[CH:13][CH:12]=1>C(Cl)Cl.C(OCC)(=O)C>[C:11]1([CH3:26])[CH:12]=[CH:13][C:14]([C:17]([NH:19][C@H:20]([CH:24]=[O:25])[CH:21]([CH3:23])[CH3:22])=[O:18])=[CH:15][CH:16]=1. Procedure details: Dimethylsulfoxide (2.2 ml, 31 mmol ) was slowly added via syringe to a stirred−78° C. solution of oxalyl chloride (15 ml, 171 mmol) in methylene chloride (35 ml) under inert atmosphere. After 10 min., a solution of N-p-toluoyl valinol (6.0 g, 29 mmol) in methylene chloride (50 ml) was added and the stirring was continued for additional 15 min. Triethylarine was added (6 ml, 389 mmol) and the reaction was allowed to warm to ambient temperature. After 1.5 h, the reaction was diluted with 50% ethyl... Starting materials: COC(CC1=CC2=CC=C(C=C2C(=C1C)OS(=O)(=O)C(F)(F)F)Cl)=O ((6-chloro-3-methyl-4-trifluoromethanesulfonyloxy-naphthalen-2-yl)-acetic acid methyl ester), C1(=CC=CC=C1)P(C1=CC=CC=C1)C1=CC=CC=C1 (Triphenylphosphine), C(C)(C)N(S(=O)(=O)C1=CC=C(C=C1)B(O)O)CC1=CC=C(C=C1)OC (4-(N-isopropyl-N-(4-methoxybenzyl)sulfamoyl)phenyl-boronic acid), aqueous solution, C([O-])([O-])=O.[Na+].[Na+] (sodium carbonate). The reagents and catalysts are C(C)(=O)[O-].[Pd+2].C(C)(=O)[O-] (palladium (II) acetate). The solvent is O (Water), C(OC)COC (dimethoxyethane). Product: COC(CC1=CC2=CC=C(C=C2C(=C1C)C1=CC=C(C=C1)S(N(CC1=CC=C(C=C1)OC)C(C)C)(=O)=O)Cl)=O ((6-chloro-4-{4-[isopropyl-(4-methoxy-benzyl)-sulfamoyl]-phenyl}-3-methyl-naphthalen-2-yl)-acetic acid methyl ester). Yield: 42.4%. As a reaction SMILES: [CH3:1][O:2][C:3](=[O:25])[CH2:4][C:5]1[C:14]([CH3:15])=[C:13](OS(C(F)(F)F)(=O)=O)[C:12]2[C:7](=[CH:8][CH:9]=[C:10]([Cl:24])[CH:11]=2)[CH:6]=1.C1(P(C2C=CC=CC=2)C2C=CC=CC=2)C=CC=CC=1.[CH:45]([N:48]([CH2:61][C:62]1[CH:67]=[CH:66][C:65]([O:68][CH3:69])=[CH:64][CH:63]=1)[S:49]([C:52]1[CH:57]=[CH:56][C:55](B(O)O)=[CH:54][CH:53]=1)(=[O:51])=[O:50])([CH3:47])[CH3:46].C(=O)([O-])[O-].[Na+].[Na+]>C(COC)OC.C([O-])(=O)C.[Pd+2].C([O-])(=O)C.O>[CH3:1][O:2][C:3](=[O:25])[CH2:4][C:5]1[C:14]([CH3:15])=[C:13]([C:55]2[CH:54]=[CH:53][C:52]([S:49](=[O:50])(=[O:51])[N:48]([CH:45]([CH3:46])[CH3:47])[CH2:61][C:62]3[CH:63]=[CH:64][C:65]([O:68][CH3:69])=[CH:66][CH:67]=3)=[CH:57][CH:56]=2)[C:12]2[C:7](=[CH:8][CH:9]=[C:10]([Cl:24])[CH:11]=2)[CH:6]=1 |f:3.4.5,7.8.9|. Procedure: A stirred solution of (6-chloro-3-methyl-4-trifluoromethanesulfonyloxy-naphthalen-2-yl)-acetic acid methyl ester (0.200 g, 0.50 mmol) in dimethoxyethane (10 mL) was purged with argon for 5 minutes at room temperature. Triphenylphosphine (0.030 g, 0.110 mmol), palladium (II) acetate (0.013 g, 0.060 mmol), 4-(N-isopropyl-N-(4-methoxybenzyl)sulfamoyl)phenyl-boronic acid (0.247 g, 0.68 mmol) and a 2 M aqueous solution of sodium carbonate (1.0 mL, 2.0 mmol) were added simultaneously to the reaction m... Starting materials: C(C)(C)(C)OC(=O)N[C@@H]1CC[C@H](CC1)OC1=C2C(=CN=CC2=CC=C1)C (trans-N-(tert-butoxycarbonyl)-4-[(4-methyl-5-isoquinolyl)oxy]cyclohexylamine), Cl.CO (hydrogen chloride methanol). Yields the product Cl.CC1=CN=CC2=CC=CC(=C12)O[C@@H]1CC[C@H](CC1)N (trans-4-[(4-methyl-5-isoquinolyl)oxy]cyclohexylamine hydrochloride). As a reaction SMILES: C(OC([NH:8][C@H:9]1[CH2:14][CH2:13][C@H:12]([O:15][C:16]2[CH:25]=[CH:24][CH:23]=[C:22]3[C:17]=2[C:18]([CH3:26])=[CH:19][N:20]=[CH:21]3)[CH2:11][CH2:10]1)=O)(C)(C)C.[ClH:27].CO>>[ClH:27].[CH3:26][C:18]1[C:17]2[C:22](=[CH:23][CH:24]=[CH:25][C:16]=2[O:15][C@H:12]2[CH2:13][CH2:14][C@H:9]([NH2:8])[CH2:10][CH2:11]2)[CH:21]=[N:20][CH:19]=1 |f:1.2,3.4|. Procedure: According to the method of Example 1, Step C, deprotection was performed (room temperature, 2 hours) by using Intermediate 129 (194 mg) and 10% hydrogen chloride/methanol solution (3.5 ml). The solvent was evaporated under reduced pressure, and the residue was added with methanol (1 ml) and diethyl ether (3 ml). The deposited precipitates were collected by filtration and washed with diethyl ether to obtain the title compound (172 mg). Starting materials: ClC1=NC=CC(=N1)Cl (2,4 dichloropyrimidine), C(C)OC=1C=C(C=CC1)B(O)O (3-ethoxyphenylboronic acid), 235. The product is C(C)OC1=CC=C(C=C1)C1=NC(=NC=C1)Cl (4-(4-ethoxy-phenyl)-2-chloro-pyrimidine). RXN SMILES: [Cl:1][C:2]1[N:7]=[C:6](Cl)[CH:5]=[CH:4][N:3]=1.[CH2:9]([O:11][C:12]1[CH:13]=[C:14](B(O)O)[CH:15]=[CH:16][CH:17]=1)[CH3:10]>>[CH2:9]([O:11][C:12]1[CH:13]=[CH:14][C:15]([C:6]2[CH:5]=[CH:4][N:3]=[C:2]([Cl:1])[N:7]=2)=[CH:16][CH:17]=1)[CH3:10]. Procedure: 2,4 dichloropyrimidine was coupled with 3-ethoxyphenylboronic acid following procedure A. LC-MS showed the product had the expected M+H+ of 235. The reactants are N#Cc1cncc(C#Cc2ccc(F)c(C(=O)O)c2)c1, CNC, CN(C)C=O, CCOC(C)=O, CCN(C(C)C)C(C)C, Cl, O, On1nnc2ccccc21. Yields the product CN(C)C(=O)c1cc(C#Cc2cncc(C#N)c2)ccc1F. Reaction SMILES: [C:14](#[N:15])[c:16]1[cH:17][c:18]([C:22]#[C:23][c:24]2[cH:25][cH:26][c:27]([F:33])[c:28]([C:29](=[O:30])[OH:31])[cH:32]2)[cH:19][n:20][cH:21]1.[CH3:2][NH:3][CH3:4].[CH3:45][N:46]([CH3:47])[CH:48]=[O:49].[CH3:50][CH2:51][O:52][C:53](=[O:54])[CH3:55].[CH:5]([N:6]([CH2:7][CH3:8])[CH:9]([CH3:10])[CH3:11])([CH3:12])[CH3:13].[ClH:1].[OH2:34].[OH:35][n:36]1[c:37]2[cH:38][cH:39][cH:40][cH:41][c:42]2[n:43][n:44]1>>[CH3:2][N:3]([CH3:4])[C:29]([c:28]1[c:27]([F:33])[cH:26][cH:25][c:24]([C:23]#[C:22][c:18]2[cH:17][c:16]([C:14]#[N:15])[cH:21][n:20][cH:19]2)[cH:32]1)=[O:31].